This data is from the Open Reaction Database (ORD), a public repository of structured organic reaction records. The task is: describe an organic reaction: reactants, conditions, products, and yield The reactants are COC[C@@H]1N(CCC1)S(=O)(=O)C=1C=C2C3(C(N(C2=CC1)CC(C#N)(C)C)=O)OCCCO3 (3-[5′-{[(2R)-2-(Methoxymethyl)pyrrolidin-1-yl]sulfonyl}-2′-oxospiro[1,3-dioxane-2,3′-indol]-1′(2′H)-yl]-2,2-dimethylpropanenitrile), N (NH3). Reagents/catalysts: [Ni] (Raney Nickel). The solvent is CCO (EtOH). Conditions: temperature 135 celsius. The product is COC[C@@H]1N(CCC1)S(=O)(=O)C1=CC=2C3(C=4N(C2C=C1)CC(CN4)(C)C)OCCCO3 (8′-{[(2R)-2-(Methoxymethyl)pyrrolidin-1-yl]sulfonyl}-3′,3′-dimethyl-3′,4′-dihydro-2′H-spiro[1,3-dioxane-2,10′pyrimido[1,2-a]indole]). Reaction SMILES: [CH3:1][O:2][CH2:3][C@H:4]1[CH2:8][CH2:7][CH2:6][N:5]1[S:9]([C:12]1[CH:13]=[C:14]2[C:18](=[CH:19][CH:20]=1)[N:17]([CH2:21][C:22]([CH3:26])([CH3:25])[C:23]#[N:24])[C:16](=O)[C:15]12[O:32][CH2:31][CH2:30][CH2:29][O:28]1)(=[O:11])=[O:10].N>[Ni].CCO>[CH3:1][O:2][CH2:3][C@H:4]1[CH2:8][CH2:7][CH2:6][N:5]1[S:9]([C:12]1[CH:20]=[CH:19][C:18]2[N:17]3[CH2:21][C:22]([CH3:26])([CH3:25])[CH2:23][N:24]=[C:16]3[C:15]3([O:28][CH2:29][CH2:30][CH2:31][O:32]3)[C:14]=2[CH:13]=1)(=[O:10])=[O:11]. Procedure details: 3-[5′-{[(2R)-2-(Methoxymethyl)pyrrolidin-1-yl]sulfonyl}-2′-oxospiro[1,3-dioxane-2,3′-indol]-1′(2′H)-yl]-2,2-dimethylpropanenitrile (1.00 g, 2.16 mmol), wet Raney Nickel (1.16 g) and 2M EtOH.NH3 (100 mL) was hydrogenated in a Parr Bottle (500 mL) at 56 lb/in2 H2 for 18 hours. The Raney nickel was removed by filtration through Sulka Floc. The filtrate was poured into a steel pressure vessel and was heated at 135° C. for 20 hours. The mixture was cooled to room temperature and concentrated. The cru... Reactants: ClCC=1C=C(C=CC1OC)C(C)=O (1-(3-chloromethyl-4-methoxy-phenyl)-ethanone), S(O)(O)(=O)=O (sulfuric acid), Ca(OCl)2, C(=O)([O-])[O-].[K+].[K+] (K2CO3), [OH-].[K+] (KOH). The reagents and catalysts are OS(=O)[O-].[Na+] (NaHSO3). The solvent is O1CCOCC1 (1,4-dioxane), O (water), O (water). Reaction conditions: temperature 70 celsius, time 30 minute. Product: OCC=1C=C(C(=O)O)C=CC1OC (3-Hydroxymethyl-4-methoxy-benzoic acid). RXN SMILES: [C:1]([O-:4])([O-])=[O:2].[K+].[K+].[OH-].[K+].Cl[CH2:10][C:11]1[CH:12]=[C:13](C(=O)C)[CH:14]=[CH:15][C:16]=1[O:17][CH3:18].S(=O)(=O)(O)[OH:23]>O.O1CCOCC1.OS([O-])=O.[Na+]>[OH:23][CH2:10][C:11]1[CH:12]=[C:13]([CH:14]=[CH:15][C:16]=1[O:17][CH3:18])[C:1]([OH:4])=[O:2] |f:0.1.2,3.4,9.10|. Procedure details: Onto a warm solution of Ca(OCl)2 (7.14 g, 49.95 mmol, 3.3 eq.) in water (25 ml) is added a warm solution of K2CO3 (5.14 g, 37.35 mmol, 2.49 eq.) and KOH (1.46 g, 26.1 mmol, 1.74 eq.) in water (25 ml). After 30 min of vigourous stirring, the undesired solid formed is filtered and rinsed with little water. The solution obtained is poured onto a suspension of 1-(3-chloromethyl-4-methoxy-phenyl)-ethanone (2.98 g, 15 mmol) in 1,4-dioxane (10 ml). The resulting suspension is stirred 2 h at rt and 2 h ... Starting materials: [H-].[Na+] (sodium hydride), CN1C(NC2=NC(=CC=C21)Cl)=O (1-methyl-5-chloro-1,3-dihydro-imidazo-(4,5-b)-pyridin-2-one), BrC=1C=NC=CC1 (3-bromo-pyridine), cuprous chloride. The solvent is CN(C=O)C (dimethylformamide), CC(=O)C (acetone). Reaction conditions: temperature 30 celsius, time 2 hour. Product: CN1C(N(C2=NC(=CC=C21)Cl)C=2C=NC=CC2)=O (1-methyl-3-(3-pyridyl)-5-chloro-1,3-dihydro-imidazo-(4,5-b)-pyridin-2-one). Isolated yield 47.8%. Reaction SMILES: [CH3:1][N:2]1[C:10]2[C:5](=[N:6][C:7]([Cl:11])=[CH:8][CH:9]=2)[NH:4][C:3]1=[O:12].[H-].[Na+].Br[C:16]1[CH:17]=[N:18][CH:19]=[CH:20][CH:21]=1>CN(C)C=O.CC(C)=O>[CH3:1][N:2]1[C:10]2[C:5](=[N:6][C:7]([Cl:11])=[CH:8][CH:9]=2)[N:4]([C:16]2[CH:17]=[N:18][CH:19]=[CH:20][CH:21]=2)[C:3]1=[O:12] |f:1.2|. Procedure: 7.36 g of 1-methyl-5-chloro-1,3-dihydro-imidazo-(4,5-b)-pyridin-2-one were dissolved in 160 ml of hot dimethylformamide and after cooling the solution to 30° C., 4.64 g of a 50% sodium hydride-oil suspension were slowly added thereto. The mixture was stirred at 40°-50° C. for 2 hours and then 80 ml or 128.8 g of 3-bromo-pyridine and 1.5 g of cuprous chloride were added thereto. The mixture was refluxed for 9 hours and was then cooled and evaporated to dryness. The residue was taken up in ammoniu... Starting materials: Cl (hydrochloride), Cl (hydrochloric acid), S(=O)([O-])S(=O)[O-].[Na+].[Na+] (sodium dithionite), [N+](=O)([O-])C=1C=C2C(=CC(=NC2=CC1)C1=CC=CC=C1)OCC(=O)N1CCOCC1 (4-[(6-Nitro-2-phenyl-4-quinolyl)oxyacetyl]morpholine), Cl (hydrochloride), C([O-])([O-])=O.[Na+].[Na+] (sodium carbonate). Run in C(C)(C)O (isopropanol), O (water), C(C)(=O)OCC (ethyl acetate), C(C)OCC (ethyl ether), C(C)O (ethanol). Conditions: temperature 20 celsius. Product: NC=1C=C2C(=CC(=NC2=CC1)C1=CC=CC=C1)OCC(=O)N1CCOCC1 (4-[(6-Amino-2-phenyl-4-quinolyl)oxyacetyl]morpholine). Isolated yield 10.0%. RXN SMILES: [N+:1]([C:4]1[CH:5]=[C:6]2[C:11](=[CH:12][CH:13]=1)[N:10]=[C:9]([C:14]1[CH:19]=[CH:18][CH:17]=[CH:16][CH:15]=1)[CH:8]=[C:7]2[O:20][CH2:21][C:22]([N:24]1[CH2:29][CH2:28][O:27][CH2:26][CH2:25]1)=[O:23])([O-])=O.S(S([O-])=O)([O-])=O.[Na+].[Na+].Cl.C(=O)([O-])[O-].[Na+].[Na+]>C(O)C.O.C(OCC)C.C(O)(C)C.C(OCC)(=O)C>[NH2:1][C:4]1[CH:5]=[C:6]2[C:11](=[CH:12][CH:13]=1)[N:10]=[C:9]([C:14]1[CH:15]=[CH:16][CH:17]=[CH:18][CH:19]=1)[CH:8]=[C:7]2[O:20][CH2:21][C:22]([N:24]1[CH2:25][CH2:26][O:27][CH2:28][CH2:29]1)=[O:23] |f:1.2.3,5.6.7|. Procedure details: 4-[(6-Nitro-2-phenyl-4-quinolyl)oxyacetyl]morpholine (12.5 g) in ethanol (550 cc) is heated under reflux for 10 minutes and a solution of sodium dithionite (27.7 g) in water (277 cc) is added in the course of 25 minutes. The mixture is cooled to room temperature (approximately 20° C.) and the ethanol removed under reduced pressure. The aqueous phase is stirred with ethyl acetate and the organic phase is washed with water, dried over magnesium sulphate and evaporated under reduced pressure. The r... The reactants are COC1=CC=C(C=C1)S (4-methoxythiophenol), C(CBr)Br (ethylene bromide), C([O-])([O-])=O.[K+].[K+] (potassium carbonate). Solvent: CN(C=O)C (dimethylformamide). Run at time 3 hour. Yields the product COC1=CC=C(C=C1)SCCSC1=CC=C(C=C1)OC (1,2-Bis(4-methoxyphenylthio)ethane). Reaction SMILES: [CH3:1][O:2][C:3]1[CH:8]=[CH:7][C:6]([SH:9])=[CH:5][CH:4]=1.[CH2:10](Br)[CH2:11]Br.[C:14](=[O:17])([O-])[O-].[K+].[K+]>CN(C)C=O>[CH3:1][O:2][C:3]1[CH:8]=[CH:7][C:6]([S:9][CH2:5][CH2:6][S:9][C:11]2[CH:10]=[CH:7][C:8]([O:17][CH3:14])=[CH:3][CH:4]=2)=[CH:5][CH:4]=1 |f:2.3.4|. Reported procedure: 30 g of 4-methoxythiophenol, 20.2 g of ethylene bromide, 40 g of potassium carbonate, and 40 ml of dimethylformamide were placed in a 300 ml flask, and stirred for 3 hours as the interior of the flask was maintained at a temperature of from 50° C. to 60° C. The reaction mixture was poured into ice-cold water to deposit crystals. The crystals were recrystallized from methanol/ethyl acetate 1/1 (volume ratio) mixture. Melting point: 108°-110° C. The reactants are ClC1=C(C(=CC=C1)Cl)CCN (2-(2,6-Dichlorophenyl)ethylamine), TEA, [NH4+].[Cl-] (NH4Cl), [H-].[H-].[H-].[H-].[Li+].[Al+3] (LiAlH4), [OH-].[Na+] (NaOH), ClC(=O)OCC (Ethyl chloroformate). Run in C1CCOC1 (THF), CCOCC (Et2O), O (water), O (water). Conditions: time 2 hour. Yields the product ClC1=C(C(=CC=C1)Cl)CCNC ([2-(2,6-dichlorophenyl)ethyl]methylamine). RXN SMILES: [Cl:1][C:2]1[CH:7]=[CH:6][CH:5]=[C:4]([Cl:8])[C:3]=1[CH2:9][CH2:10][NH2:11].Cl[C:13](OCC)=O.[NH4+].[Cl-].[H-].[H-].[H-].[H-].[Li+].[Al+3].[OH-].[Na+]>C1COCC1.CCOCC.O>[Cl:1][C:2]1[CH:7]=[CH:6][CH:5]=[C:4]([Cl:8])[C:3]=1[CH2:9][CH2:10][NH:11][CH3:13] |f:2.3,4.5.6.7.8.9,10.11|. Reported procedure: 2-(2,6-Dichlorophenyl)ethylamine (1 ml, 0.00663 mol) and TEA (1.4 ml, 1.5 eq) were dissolved in THF (20 ml) and cooled in an ice-water bath. Ethyl chloroformate (0.95 ml, 1.5 eq) was added slowly and the mixture stirred at rt for 2 h. NH4Cl (sat) was added and the mixture extracted with EtOAc, the combined extracts were washed with NH4Cl (sat), and dried (MgSO4). The organic solvent was removed and the residue dissolved in Et2O (5 ml). This solution was slowly added to a slurry of LiAlH4 (530 mg... The reactants are CO, CN1C(=O)C(NC(=O)CCC2CCCCC2)C=C(c2ccccc2)c2ccccc21. Yields the product CN1C(=O)C(NC(=O)CCC2CCCCC2)CC(c2ccccc2)c2ccccc21. Reaction SMILES: [CH3:31][OH:32].[O:1]=[C:2]1[N:3]([CH3:30])[c:4]2[c:5]([cH:26][cH:27][cH:28][cH:29]2)[C:6]([c:20]2[cH:21][cH:22][cH:23][cH:24][cH:25]2)=[CH:7][CH:8]1[NH:9][C:10]([CH2:11][CH2:12][CH:13]1[CH2:14][CH2:15][CH2:16][CH2:17][CH2:18]1)=[O:19]>>[O:1]=[C:2]1[N:3]([CH3:30])[c:4]2[c:5]([cH:26][cH:27][cH:28][cH:29]2)[CH:6]([c:20]2[cH:21][cH:22][cH:23][cH:24][cH:25]2)[CH2:7][CH:8]1[NH:9][C:10]([CH2:11][CH2:12][CH:13]1[CH2:14][CH2:15][CH2:16][CH2:17][CH2:18]1)=[O:19].